From a dataset of the Open Reaction Database (ORD), a public repository of structured organic reaction records. describe an organic reaction: reactants, conditions, products, and yield The reactants are NC1=NN(CC1)C1=CC(=CC=C1)C(=O)O (3-Amino-1-(3-carboxyphenyl)-2-pyrazoline), C1(=CC=CC=C1)N=C=O (phenylisocyanate). The solvent is C(Cl)(Cl)Cl (chloroform). The product is C(=O)(O)C=1C=C(C=CC1)N1N=C(CC1)NC(=O)NC1=CC=CC=C1 (1-(3-carboxyphenyl)-3-(3-phenylureido)-2-pyrazoline). RXN SMILES: [NH2:1][C:2]1[CH2:6][CH2:5][N:4]([C:7]2[CH:12]=[CH:11][CH:10]=[C:9]([C:13]([OH:15])=[O:14])[CH:8]=2)[N:3]=1.[C:16]1([N:22]=[C:23]=[O:24])[CH:21]=[CH:20][CH:19]=[CH:18][CH:17]=1>C(Cl)(Cl)Cl>[C:13]([C:9]1[CH:8]=[C:7]([N:4]2[CH2:5][CH2:6][C:2]([NH:1][C:23]([NH:22][C:16]3[CH:21]=[CH:20][CH:19]=[CH:18][CH:17]=3)=[O:24])=[N:3]2)[CH:12]=[CH:11][CH:10]=1)([OH:15])=[O:14]. Reported procedure: 3-Amino-1-(3-carboxyphenyl)-2-pyrazoline (108 mg) and phenylisocyanate (140 mg) in chloroform (10 ml) were heated to reflux overnight. The resultant solid was collected and dried to yield 1-(3-carboxyphenyl)-3-(3-phenylureido)-2-pyrazoline m.p. 255° decomp. Reactants: N1C(CCC2=CC=CC=C12)CO (1,2,3,4-tetrahydro-2-quinolinemethanol), COS(=O)(=O)C (dimethylsulfonic acid), C([O-])([O-])=O.[Ca+2] (calcium carbonate), O (water). Run in CCOCC (ether). Conditions: time 6 hour. Yields the product CN1C(CCC2=CC=CC=C12)CO (1-methyl-1,2,3,4-tetrahydro-2-quinolinemethanol). RXN SMILES: [NH:1]1[C:10]2[C:5](=[CH:6][CH:7]=[CH:8][CH:9]=2)[CH2:4][CH2:3][CH:2]1[CH2:11][OH:12].[CH3:13]OS(C)(=O)=O.C(=O)([O-])[O-].[Ca+2].O>CCOCC>[CH3:13][N:1]1[C:10]2[C:5](=[CH:6][CH:7]=[CH:8][CH:9]=2)[CH2:4][CH2:3][CH:2]1[CH2:11][OH:12] |f:2.3|. Procedure details: In 120 ml of ethanol, 6 g of methyl quinaldinate was reduced by hydrogen in the presence of 400 mg of platinum oxide to give 6.8 g of methyl 1,2,3,4-tetrahydroquinaldinate as an oil. 3.0 g of the resulting methylester was further reduced in a dry ether by 1 g of lithium aluminum hydride to give 2.6 g of 1,2,3,4-tetrahydro-2-quinolinemethanol. A mixture of 1.6 g of the resulting alcohol, 0.93 ml of dimethylsulfonic acid, 2.16 g of calcium carbonate and 8 ml of water was stirred at room temperatur... Starting materials: CCCCNCCCC, CN(C)C=O, O=C1c2sccc2-n2cnc(-c3noc(CCl)n3)c2C2CCN12. Product: CCCCN(CCCC)Cc1nc(-c2ncn3c2C2CCN2C(=O)c2sccc2-3)no1. RXN SMILES: [CH2:1]([CH2:2][CH2:3][CH3:4])[NH:5][CH2:6][CH2:7][CH2:8][CH3:9].[CH3:33][N:34]([CH3:35])[CH:36]=[O:37].[Cl:10][CH2:11][c:12]1[n:13][c:14](-[c:17]2[n:18][cH:19][n:20]3[c:21]2[CH:22]2[N:23]([C:24](=[O:30])[c:25]4[c:26]-3[cH:27][cH:28][s:29]4)[CH2:31][CH2:32]2)[n:15][o:16]1>>[CH2:1]([CH2:2][CH2:3][CH3:4])[N:5]([CH2:6][CH2:7][CH2:8][CH3:9])[CH2:11][c:12]1[n:13][c:14](-[c:17]2[n:18][cH:19][n:20]3[c:21]2[CH:22]2[N:23]([C:24](=[O:30])[c:25]4[c:26]-3[cH:27][cH:28][s:29]4)[CH2:31][CH2:32]2)[n:15][o:16]1. Reactants: Nc1ccc2nc[nH]c2c1Br, C[Sn](C)(C)C, CN(C)C=O. Product: Cc1c(N)ccc2nc[nH]c12. RXN SMILES: [Br:1][c:2]1[c:3]([NH2:11])[cH:4][cH:5][c:6]2[n:7][cH:8][nH:9][c:10]12.[CH3:12][Sn:13]([CH3:14])([CH3:15])[CH3:16].[O:17]=[CH:18][N:19]([CH3:20])[CH3:21]>>[c:2]1([CH3:12])[c:3]([NH2:11])[cH:4][cH:5][c:6]2[n:7][cH:8][nH:9][c:10]12. The reactants are C1(=CC=CC=C1)C=1NC=2C=CC=C3C2C1CCNC3=O (2-Phenyl-3,4,5,6-tetrahydro-1H-azepino[5,4,3-cd]indol-6-one), tricyclic bromide, FC1=C(C=CC(=C1)F)B(O)O (2,4-difluorophenylboronic acid). Yields the product FC1=C(C=CC(=C1)F)C=1NC=2C=CC=C3C2C1CCNC3=O (2-(2,4-difluoro-phenyl)-1,3,4,5-tetrahydro-azepino[5,4,3-cd]indol-6-one). Reaction SMILES: C1([C:7]2[NH:8][C:9]3[CH:10]=[CH:11][CH:12]=[C:13]4[C:19](=[O:20])[NH:18][CH2:17][CH2:16][C:15]=2[C:14]=34)C=CC=CC=1.[F:21][C:22]1[CH:27]=[C:26]([F:28])[CH:25]=[CH:24][C:23]=1B(O)O>>[F:21][C:22]1[CH:27]=[C:26]([F:28])[CH:25]=[CH:24][C:23]=1[C:7]1[NH:8][C:9]2[CH:10]=[CH:11][CH:12]=[C:13]3[C:19](=[O:20])[NH:18][CH2:17][CH2:16][C:15]=1[C:14]=23. Procedure details: In a manner similar to that described for Compound 12, the tricyclic bromide (200 mg, 0.75 mmol) and 2,4-difluorophenylboronic acid (131 mg, 0.83 mmol) were coupled to yield 2-(2,4-difluoro-phenyl)-1,3,4,5-tetrahydro-azepino[5,4,3-cd]indol-6-one, 156 mg (69%), as a pale-yellow solid. mp 196-197° C.; 1H NMR (300 MHz, d6-DMSO) δ 2.84 (m, 2H), 3.37 (m, 2H), 7.25 (app t, 1H, J=7.7 Hz), 7.27 (m, 1H), 7.47 (m, 1H), 7.57 (dd, 1H, J=8.1, 0.9 Hz), 7.64 (m, 1H), 7.70 (dd, 1H, J=7.5, 0.9 Hz), 8.08 (br t, 1... Yield: 84.2%. The product is FC1=CC=C(C=C1)C1=C(C2=CC=C(C=C2C=C1C)OC)OCOC (2-(4-Fluoro-phenyl)-6-methoxy-1-methoxymethoxy-3-methyl-naphthalene). Reactants: BrC1=C(C2=CC=C(C=C2C=C1C)OC)OCOC (2-Bromo-6-methoxy-1-(methoxymethoxy)-3-methylnaphthalene), FC=1C=C(C=CC1)B(O)O (3-fluorobenzeneboronic acid), C([O-])([O-])=O.[Na+].[Na+] (sodium carbonate). Solvent: COCCOC (ethylene glycol dimethyl ether). Procedure: 2-Bromo-6-methoxy-1-(methoxymethoxy)-3-methylnaphthalene (14) (2.00 g, 6.44 mmol), 3-fluorobenzeneboronic acid (1.80 g, 12.88 mmol), tetrakis(triphenylphosphino)palladium (0) (0.74 g, 0.64 mmol), 2 M sodium carbonate (60 mL) and ethylene glycol dimethyl ether (60 mL) were combined and heated in a sealed tube at 160° C. for 75 min. The reaction was cooled to room temperature and filtered through a celite pad with 100 mL each diethyl ether and water. The organic layer was washed with brine (100 mL... The reagents and catalysts are C1(=CC=CC=C1)P(C1=CC=CC=C1)(C1=CC=CC=C1)[Pd-4](P(C1=CC=CC=C1)(C1=CC=CC=C1)C1=CC=CC=C1)(P(C1=CC=CC=C1)(C1=CC=CC=C1)C1=CC=CC=C1)P(C1=CC=CC=C1)(C1=CC=CC=C1)C1=CC=CC=C1 (tetrakis(triphenylphosphino)palladium (0)). Run at temperature 160 celsius. Reaction SMILES: Br[C:2]1[C:11]([CH3:12])=[CH:10][C:9]2[C:4](=[CH:5][CH:6]=[C:7]([O:13][CH3:14])[CH:8]=2)[C:3]=1[O:15][CH2:16][O:17][CH3:18].[F:19][C:20]1[CH:21]=[C:22](B(O)O)[CH:23]=[CH:24][CH:25]=1.C(=O)([O-])[O-].[Na+].[Na+]>C1(P([Pd-4](P(C2C=CC=CC=2)(C2C=CC=CC=2)C2C=CC=CC=2)(P(C2C=CC=CC=2)(C2C=CC=CC=2)C2C=CC=CC=2)P(C2C=CC=CC=2)(C2C=CC=CC=2)C2C=CC=CC=2)(C2C=CC=CC=2)C2C=CC=CC=2)C=CC=CC=1.COCCOC>[F:19][C:20]1[CH:21]=[CH:22][C:23]([C:2]2[C:11]([CH3:12])=[CH:10][C:9]3[C:4](=[CH:5][CH:6]=[C:7]([O:13][CH3:14])[CH:8]=3)[C:3]=2[O:15][CH2:16][O:17][CH3:18])=[CH:24][CH:25]=1 |f:2.3.4|.